This data is from the Open Reaction Database (ORD), a public repository of structured organic reaction records. The task is: describe an organic reaction: reactants, conditions, products, and yield Yields the product ClC=1C=C2C(=NNC2=C(C1)[C@@H](C)OCC1(CCN(CC1)C)C1=CC=C(C=C1)F)C ((R)-5-Chloro-7-(1-((4-(4-fluorophenyl)-1-methylpiperidin-4-yl)methoxy)ethyl)-3-methyl-1H-indazole). Starting materials: BrC1=NNC2=C(C=C(C=C12)Br)[C@@H](C)OCC1(CCN(CC1)C)C1=CC=C(C=C1)F ((R)-3,5-dibromo-7-(1-((4-(4-fluorophenyl)-1-methylpiperidin-4-yl)methoxy)ethyl)-1H-indazole), ClC=1C=C2C(=NNC2=C(C1)[C@@H](C)OCC1(CCNCC1)C1=CC=C(C=C1)F)C ((R)-5-chloro-7-(1-((4-(4-fluorophenyl)piperidin-4-yl)methoxy)ethyl)-3-methyl-1H-indazole). As a reaction SMILES: Br[C:2]1C2C(=C([C@H](OCC3(C4C=CC(F)=CC=4)CCN(C)CC3)C)C=C(Br)C=2)NN=1.[Cl:30][C:31]1[CH:32]=[C:33]2[C:37](=[C:38]([C@H:40]([O:42][CH2:43][C:44]3([C:50]4[CH:55]=[CH:54][C:53]([F:56])=[CH:52][CH:51]=4)[CH2:49][CH2:48][NH:47][CH2:46][CH2:45]3)[CH3:41])[CH:39]=1)[NH:36][N:35]=[C:34]2[CH3:57]>>[Cl:30][C:31]1[CH:32]=[C:33]2[C:37](=[C:38]([C@H:40]([O:42][CH2:43][C:44]3([C:50]4[CH:55]=[CH:54][C:53]([F:56])=[CH:52][CH:51]=4)[CH2:49][CH2:48][N:47]([CH3:2])[CH2:46][CH2:45]3)[CH3:41])[CH:39]=1)[NH:36][N:35]=[C:34]2[CH3:57]. Procedure: Prepared according to the procedure used to prepare (R)-3,5-dibromo-7-(1-((4-(4-fluorophenyl)-1-methylpiperidin-4-yl)methoxy)ethyl)-1H-indazole using (R)-5-chloro-7-(1-((4-(4-fluorophenyl)piperidin-4-yl)methoxy)ethyl)-3-methyl-1H-indazole as starting material. 1H-NMR (CDCl3, 500 MHz) δ 9.82 (bs, 1H), 7.46 (d, J=1.5 Hz, 1H), 7.23 (dd, J=8.9, 5.5 Hz, 2H), 7.00 (dd, J=8.9, 8.5 Hz, 2H), 6.92 (d, J=1.8 Hz, 1H), 4.43 (q, J=6.4 Hz, 1H), 3.33 (d, J=8.9, 8.5 Hz, 2H), 6.92 (d, J=1.8 Hz, 1H), 4.43 (q, J=6.... The reactants are C12CCC(CC1)C2C(=O)O (7-Norbornanecarboxylic acid), N[C@@H]1CN(CC1)CCC1=CC=C(C=C1)F ((S)-3-amino-1-(2-(4-fluorophenyl)ethyl)pyrrolidine). Yields the product FC1=CC=C(C=C1)CCN1C[C@H](CC1)NC(=O)C1C2CCC1CC2 ((S)-N-(1-(2-(4-fluorophenyl)ethyl)pyrrolidin-3-yl)-7-norbornanecarboxamide). As a reaction SMILES: [CH:1]12[CH:7]([C:8]([OH:10])=O)[CH:4]([CH2:5][CH2:6]1)[CH2:3][CH2:2]2.[NH2:11][C@H:12]1[CH2:16][CH2:15][N:14]([CH2:17][CH2:18][C:19]2[CH:24]=[CH:23][C:22]([F:25])=[CH:21][CH:20]=2)[CH2:13]1>>[F:25][C:22]1[CH:23]=[CH:24][C:19]([CH2:18][CH2:17][N:14]2[CH2:15][CH2:16][C@H:12]([NH:11][C:8]([CH:7]3[CH:4]4[CH2:3][CH2:2][CH:1]3[CH2:6][CH2:5]4)=[O:10])[CH2:13]2)=[CH:20][CH:21]=1. Reported procedure: 7-Norbornanecarboxylic acid and (S)-3-amino-1-(2-(4-fluorophenyl)ethyl)pyrrolidine were reacted under the same conditions as in Example 23 to give (S)-N-(1-(2-(4-fluorophenyl)ethyl)pyrrolidin-3-yl)-7-norbornanecarboxamide. The reactants are CN(C(C1=CC=CC=C1)=O)C1CC(C(C1)C1=CC=CC=C1)CO (1-(RS)-(N-(methyl)-N-(benzoyl)amino)-3-(SR)-(hydroxymethyl)4-(SR)-phenylcyclopentane), C(C)(C)N(C(C)C)CC (N,N-diisopropylethylamine), C(C(=O)Cl)(=O)Cl (Oxalyl chloride), CS(=O)C (Dimethylsulfoxide). The solvent is C(Cl)Cl (methylene chloride), ClCCl (dichloromethane). Conditions: time 15 minute. Yields the product CN(C(C1=CC=CC=C1)=O)C1CC(C(C1)C1=CC=CC=C1)C=O (1-(RS)-(N-(Methyl)-N-(benzoyl)amino)-3-(SR)-(formyl)-4-(SR)-phenylcyclopentane). RXN SMILES: C(Cl)(=O)C(Cl)=O.CS(C)=O.[CH3:11][N:12]([CH:21]1[CH2:25][CH:24]([C:26]2[CH:31]=[CH:30][CH:29]=[CH:28][CH:27]=2)[CH:23]([CH2:32][OH:33])[CH2:22]1)[C:13](=[O:20])[C:14]1[CH:19]=[CH:18][CH:17]=[CH:16][CH:15]=1.C(N(CC)C(C)C)(C)C>ClCCl>[CH3:11][N:12]([CH:21]1[CH2:25][CH:24]([C:26]2[CH:31]=[CH:30][CH:29]=[CH:28][CH:27]=2)[CH:23]([CH:32]=[O:33])[CH2:22]1)[C:13](=[O:20])[C:14]1[CH:15]=[CH:16][CH:17]=[CH:18][CH:19]=1. Procedure details: Oxalyl chloride (0.884 mL, 10.2 mmol) was dissolved in dichloromethane (30 mL) and chilled to −78°. Dimethylsulfoxide (1.44 mL, 10.3 mmol) was added slowly and the solution was aged 15 minutes. A solution of 1-(RS)-(N-(methyl)-N-(benzoyl)amino)-3-(SR)-(hydroxymethyl)4-(SR)-phenylcyclopentane (1.26 g, 4.1 mmol), the higher Rf isomer from Step C, in methylene chloride (3 mL) was added slowly and the solution was aged for one hour. N,N-diisopropylethylamine (7.09 mL, 40.7 mmol) was added to the sol... Reactants: O (water), C(C=C)#N (acrylonitrile), C(C)(C)(C)OC(NCC1=CC=C(C=C1)CNCCCCN(CCC)CCC)=O ({4-[(4-dipropylamino-butylamino)-methyl]-benzyl}-carbamic acid t-butyl ester). Run in CO (methanol). Run at time 8 hour. Yields the product C(C)(C)(C)OC(NCC1=CC=C(C=C1)CN(CCCCN(CCC)CCC)CCC#N)=O ((4-{[(2-cyano-ethyl)-(4-dipropylamino-butyl)-amino]-methyl}-benzyl)-carbamic acid t-butyl ester). RXN SMILES: [C:1]([O:5][C:6](=[O:28])[NH:7][CH2:8][C:9]1[CH:14]=[CH:13][C:12]([CH2:15][NH:16][CH2:17][CH2:18][CH2:19][CH2:20][N:21]([CH2:25][CH2:26][CH3:27])[CH2:22][CH2:23][CH3:24])=[CH:11][CH:10]=1)([CH3:4])([CH3:3])[CH3:2].O.[C:30](#[N:33])[CH:31]=[CH2:32]>CO>[C:1]([O:5][C:6](=[O:28])[NH:7][CH2:8][C:9]1[CH:10]=[CH:11][C:12]([CH2:15][N:16]([CH2:32][CH2:31][C:30]#[N:33])[CH2:17][CH2:18][CH2:19][CH2:20][N:21]([CH2:22][CH2:23][CH3:24])[CH2:25][CH2:26][CH3:27])=[CH:13][CH:14]=1)([CH3:3])([CH3:4])[CH3:2]. Procedure details: The compound (260 mg) obtained in Example 23-4 was dissolved in methanol (5.0 ml) and added with distilled water (1.0 ml) and acrylonitrile (87.4 μl) and the whole was stirred overnight at room temperature. After completion of the reaction, the solvent was distilled off and the resultant was subjected to extraction with chloroform and washed with a saturated saline solution. The organic layer was dried with anhydrous sodium sulfate. The solvent was distilled off, thereby obtaining the subject co... Reported procedure: The synthesis of this chemical compound is depicted in Table I. The synthesis consists of the reaction of cyclopentene with acrolein to produce 5-norbornene-2-al. Reaction of 5-norbornene-2-al with formaldehyde results in the formation of 5-norbornene-2,2-dimethanol. Mild oxidation of the latter compound with dibutylstannic oxide yields the 3,9-bis(5'-norbornene-2'yl)-1,5,7,11-tetraoxaspiro[5.5]undecane. RXN SMILES: [CH:1]12[CH2:7][CH:4]([CH:5]=[CH:6]1)[CH2:3][CH:2]2[CH:8]=[O:9].[CH2:10]=[O:11]>>[CH:1]12[CH2:7][CH:4]([CH:5]=[CH:6]1)[CH2:3][C:2]2([CH2:10][OH:11])[CH2:8][OH:9]. Yields the product C12C(CC(C=C1)C2)(CO)CO (5-norbornene-2,2-dimethanol). The reactants are C12C(CC(C=C1)C2)C=O (5-norbornene-2-al), C=O (formaldehyde).